This data is from the Open Reaction Database (ORD), a public repository of structured organic reaction records. The task is: describe an organic reaction: reactants, conditions, products, and yield Reactants: Cl, Cc1ccc(N)cc1I, O=N[O-], [Na+], [Na+], [OH-], O, O, O, Cl[Sn]Cl. Product: Cc1ccc(NN)cc1I. As a reaction SMILES: [ClH:21].[I:1][c:2]1[cH:3][c:4]([NH2:9])[cH:5][cH:6][c:7]1[CH3:8].[N:10]([O-:11])=[O:12].[Na+:13].[Na+:20].[OH-:19].[OH2:14].[OH2:15].[OH2:22].[Sn:16]([Cl:17])[Cl:18]>>[I:1][c:2]1[cH:3][c:4]([NH:9][NH2:10])[cH:5][cH:6][c:7]1[CH3:8]. The reactants are BrC1=C(C(=CC(=C1)C=1C=NC=CC1)[N+](=O)[O-])N (2-bromo-6-nitro-4-pyridin-3-yl-phenylamine), [Br-].N1=C(C=CC=C1)[Zn+] (2-pyridylzinc bromide). Reagents/catalysts: C=1C=CC(=CC1)[P](C=2C=CC=CC2)(C=3C=CC=CC3)[Pd]([P](C=4C=CC=CC4)(C=5C=CC=CC5)C=6C=CC=CC6)([P](C=7C=CC=CC7)(C=8C=CC=CC8)C=9C=CC=CC9)[P](C=1C=CC=CC1)(C=1C=CC=CC1)C=1C=CC=CC1 (tetrakis(triphenylphosphine)palladium). Run in C1CCOC1 (THF). Conditions: temperature 100 celsius. Yields the product [N+](=O)([O-])C1=C(C(=CC(=C1)C=1C=NC=CC1)C1=NC=CC=C1)N (2-Nitro-6-pyridin-2-yl-4-pyridin-3-yl-phenylamine). RXN SMILES: Br[C:2]1[CH:7]=[C:6]([C:8]2[CH:9]=[N:10][CH:11]=[CH:12][CH:13]=2)[CH:5]=[C:4]([N+:14]([O-:16])=[O:15])[C:3]=1[NH2:17].[Br-].[N:19]1[CH:24]=[CH:23][CH:22]=[CH:21][C:20]=1[Zn+]>C1COCC1.C1C=CC([P]([Pd]([P](C2C=CC=CC=2)(C2C=CC=CC=2)C2C=CC=CC=2)([P](C2C=CC=CC=2)(C2C=CC=CC=2)C2C=CC=CC=2)[P](C2C=CC=CC=2)(C2C=CC=CC=2)C2C=CC=CC=2)(C2C=CC=CC=2)C2C=CC=CC=2)=CC=1>[N+:14]([C:4]1[CH:5]=[C:6]([C:8]2[CH:9]=[N:10][CH:11]=[CH:12][CH:13]=2)[CH:7]=[C:2]([C:20]2[CH:21]=[CH:22][CH:23]=[CH:24][N:19]=2)[C:3]=1[NH2:17])([O-:16])=[O:15] |f:1.2,^1:34,36,55,74|. Procedure details: A mixture of 2-bromo-6-nitro-4-pyridin-3-yl-phenylamine (100 mg, 1 eq), 2-pyridylzinc bromide (6 eq) and tetrakis(triphenylphosphine)palladium (0.1 eq) in THF (10 mL) was heated at 100° C. for 18 hours. The reaction was quenched with water (2 mL). The product was extracted with EtOAc (20×3). The combined organic layer was then concentrated in vacuo and the residue was purified by chromatography (Silica Gel, EtOAC) to afford the title compound (75 mg) as a yellow solid. (M+1) 293. Reactants: C[Si](C#CCOC1OCCCC1)(C)C (trimethyl(3-(tetrahydro-2H-pyran-2-yloxy)prop-1-ynyl)silane), BrC\C=C/CCC ((Z)-1-bromohex-2-ene). The product is C[Si](C#CC(C\C=C/CCC)OC1OCCCC1)(C)C ((Z)-trimethyl(3-(tetrahydro-2H-pyran-2-yloxy)non-5-en-1-ynyl)silane). Reaction SMILES: [CH3:1][Si:2]([CH3:14])([CH3:13])[C:3]#[C:4][CH2:5][O:6][CH:7]1[CH2:12][CH2:11][CH2:10][CH2:9][O:8]1.Br[CH2:16]/[CH:17]=[CH:18]\[CH2:19][CH2:20][CH3:21]>>[CH3:14][Si:2]([CH3:13])([CH3:1])[C:3]#[C:4][CH:5]([O:6][CH:7]1[CH2:12][CH2:11][CH2:10][CH2:9][O:8]1)[CH2:16]/[CH:17]=[CH:18]\[CH2:19][CH2:20][CH3:21]. Reported procedure: Reaction of trimethyl(3-(tetrahydro-2H-pyran-2-yloxy)prop-1-ynyl)silane and (Z)-1-bromohex-2-ene according to General Procedure 11.A provided (Z)-trimethyl(3-(tetrahydro-2H-pyran-2-yloxy)non-5-en-1-ynyl)silane. Starting materials: ClC1=C(C(=O)O)C(=CC=C1)F (2-chloro-6-fluorobenzoic acid), FC1=CC=C(C=C1)C(CN)C=1C=NC(=CC1)C(F)(F)F (2-(4-fluorophenyl)-2-(6-(trifluoromethyl)pyridin-3-yl)ethanamine). Yields the product ClC1=C(C(=O)NCC(C=2C=NC(=CC2)C(F)(F)F)C2=CC=C(C=C2)F)C(=CC=C1)F (2-chloro-6-fluoro-N-(2-(4-fluorophenyl)-2-(6-(trifluoromethyl)pyridin-3-yl)ethyl)benzamide). As a reaction SMILES: [Cl:1][C:2]1[CH:10]=[CH:9][CH:8]=[C:7]([F:11])[C:3]=1[C:4]([OH:6])=O.[F:12][C:13]1[CH:18]=[CH:17][C:16]([CH:19]([C:22]2[CH:23]=[N:24][C:25]([C:28]([F:31])([F:30])[F:29])=[CH:26][CH:27]=2)[CH2:20][NH2:21])=[CH:15][CH:14]=1>>[Cl:1][C:2]1[CH:10]=[CH:9][CH:8]=[C:7]([F:11])[C:3]=1[C:4]([NH:21][CH2:20][CH:19]([C:16]1[CH:15]=[CH:14][C:13]([F:12])=[CH:18][CH:17]=1)[C:22]1[CH:23]=[N:24][C:25]([C:28]([F:31])([F:29])[F:30])=[CH:26][CH:27]=1)=[O:6]. Reported procedure: From 2-chloro-6-fluorobenzoic acid and 2-(4-fluorophenyl)-2-(6-(trifluoromethyl)pyridin-3-yl)ethanamine. LCMS (MH+): m/z=441.0, tR (minutes, Method G)=2.86 Run at temperature -80 celsius, time 1 hour. Yields the product FC([C@@](C(=O)O)(C)O)(F)F ((S)-3,3,3-trifluoro-2-hydroxy-2-methylpropionic acid). Reactants: aluminum diisobutyl hydride hexane, [Cl-].[Na+] (sodium chloride), Cl (HCl), O1[C@](C(=O)O)(C1)C(F)(F)F ((S)-2,3-epoxy-2-trifluoromethylpropionic acid). Procedure details: Into a 500 ml three-necked round-bottomed flask equipped with a stirrer, a 1.0 M aluminum diisobutyl hydride/hexane solution (2400 ml, 2.40 mol) was charged in a nitrogen atmosphere. This solution was cooled to −80° C. A dichloromethane (600 g) solution of (S)-2,3-epoxy-2-trifluoromethylpropionic acid (149.82 g, 0.96 mol) was added over a period of two hours from a dropping funnel. After stirring at −70° C. for one hour, stirring was carried out at −50° C. for 6 hours. The reaction solution was ... The solvent is ClCCl (dichloromethane), CO (methanol), ClCCl (dichloromethane). Yield: 65.0%. Reaction SMILES: [O:1]1[CH2:6][C@@:2]1([C:7]([F:10])([F:9])[F:8])[C:3]([OH:5])=[O:4].Cl.[Cl-].[Na+]>ClCCl.CO>[F:8][C:7]([F:10])([F:9])[C@:2]([OH:1])([CH3:6])[C:3]([OH:5])=[O:4] |f:2.3|. Starting materials: ClC1=C(C=CC=C1)C1=NOC(=C1C(=O)Cl)C (3-(2-chlorophenyl)-5-methylisoxazole-4-carbonyl chloride), NCCCN1CCN(CC1)C1=C(C=CC=C1)OCC(F)(F)F (1-(3-Aminopropyl)-4-[2-(2,2,2,-trifluoroethoxy)phenyl]piperazine). Product: ClC1=C(C=CC=C1)C1=NOC(=C1C(=O)NCCCN1CCN(CC1)C1=C(C=CC=C1)OCC(F)(F)F)C (3-(2-Chlorophenyl)-5-methyl-N-[3-[4-[2-(2,2,2-trifluoroethoxy)phenyl]-1-piperazinyl]propyl]-isoxazole-4-carboxamide). Isolated yield 67.2%. RXN SMILES: [Cl:1][C:2]1[CH:7]=[CH:6][CH:5]=[CH:4][C:3]=1[C:8]1[C:12]([C:13](Cl)=[O:14])=[C:11]([CH3:16])[O:10][N:9]=1.[NH2:17][CH2:18][CH2:19][CH2:20][N:21]1[CH2:26][CH2:25][N:24]([C:27]2[CH:32]=[CH:31][CH:30]=[CH:29][C:28]=2[O:33][CH2:34][C:35]([F:38])([F:37])[F:36])[CH2:23][CH2:22]1>>[Cl:1][C:2]1[CH:7]=[CH:6][CH:5]=[CH:4][C:3]=1[C:8]1[C:12]([C:13]([NH:17][CH2:18][CH2:19][CH2:20][N:21]2[CH2:22][CH2:23][N:24]([C:27]3[CH:32]=[CH:31][CH:30]=[CH:29][C:28]=3[O:33][CH2:34][C:35]([F:37])([F:38])[F:36])[CH2:25][CH2:26]2)=[O:14])=[C:11]([CH3:16])[O:10][N:9]=1. Procedure details: The title compound was synthesised according to the procedure described in Example 8 but using 3-(2-chlorophenyl)-5-methylisoxazole-4-carbonyl chloride instead of the crude 3-(4-fluorophenyl)isoxazole-4-carbonyl chloride and Compound 12B instead of Compound 8B. Washing the reaction mixture with 2 N sodium hydroxide, followed by the usual work-up and purification by flash chromatography (chloroform-2 N ammonia in methanol 100:3) afforded the title compound (67.2%) as an oil. Reactants: [Al+3], C1CCOC1, CCOC(=O)c1c[nH]nc1C(F)(F)F, [H-], [H-], [H-], [H-], [Li+]. The product is OCc1c[nH]nc1C(F)(F)F. Reaction SMILES: [Al+3:16].[CH2:21]1[O:22][CH2:23][CH2:24][CH2:25]1.[F:1][C:2]([c:3]1[n:4][nH:5][cH:6][c:7]1[C:8](=[O:9])[O:10][CH2:11][CH3:12])([F:13])[F:14].[H-:15].[H-:18].[H-:19].[H-:20].[Li+:17]>>[F:1][C:2]([c:3]1[n:4][nH:5][cH:6][c:7]1[CH2:8][OH:9])([F:13])[F:14]. Starting materials: C(CCC)OC1=CC=CC=C1 (n-Butyloxybenzene), P12(=S)SP3(=S)SP(=S)(S1)SP(=S)(S2)S3 (P4S10). Run in CCCCCC (hexane). Conditions: time 2 day. The product is C(CCC)OC1=CC=C(C=C1)P(=S)=S (p-(n-butyloxy)phenylthionophosphine Sulfide). RXN SMILES: [CH2:1]([O:5][C:6]1[CH:11]=[CH:10][CH:9]=[CH:8][CH:7]=1)[CH2:2][CH2:3][CH3:4].[P:12]12(SP3(SP(SP(S3)(S1)=S)(=S)[S:14]2)=S)=[S:13]>CCCCCC>[CH2:1]([O:5][C:6]1[CH:11]=[CH:10][C:9]([P:12](=[S:14])=[S:13])=[CH:8][CH:7]=1)[CH2:2][CH2:3][CH3:4]. Reported procedure: n-Butyloxybenzene (Ic) and P4S10 (in a molar ratio of 10:1) were stirred for six hours at 150° C. under anhydrous conditions. The mixture was cooled, hexane was added, and the reaction flask was left for two days at 5° C. The resulting precipitate was recovered by filtration, washed with anhydrous hexane and dried. The yield of product was 37% of theory; after recrystallization from chloroform/petroleum ether it melted at 142°-4° C. Its solubility in tetrahydrofuran was found to be 5 gms/100 ml ... The reactants are COC1=C(C=O)C(=CC=C1)OC (2,6-dimethoxybenzaldehyde), [N+](=O)([O-])C (nitromethane). Yields the product COC1=C(CCN)C(=CC=C1)OC (2,6-dimethoxyphenethylamine), COC1=C(C=C[N+](=O)[O-])C(=CC=C1)OC (2,6-dimethoxy-β-nitrostyrene). As a reaction SMILES: [CH3:1][O:2][C:3]1[CH:10]=[CH:9][CH:8]=[C:7]([O:11][CH3:12])[C:4]=1[CH:5]=O.[N+:13]([CH3:16])([O-:15])=[O:14]>>[CH3:1][O:2][C:3]1[CH:10]=[CH:9][CH:8]=[C:7]([O:11][CH3:12])[C:4]=1[CH2:5][CH2:16][NH2:13].[CH3:1][O:2][C:3]1[CH:10]=[CH:9][CH:8]=[C:7]([O:11][CH3:12])[C:4]=1[CH:5]=[CH:16][N+:13]([O-:15])=[O:14]. Procedure: The starting material 2,6-dimethoxyphenethylamine was prepared from 2,6-dimethoxybenzaldehyde. Reaction with nitromethane according to the procedure described in Vogel, Textbook of Practical Organic Chemistry, p. 176 (Longman 1978, 4th Ed.) yielded 2,6-dimethoxy-β-nitrostyrene. This compound (1.1 g, 5.3 mmole) was dissolved in diethyl ether/tetrahydrofuran (2:1, 200 ml) and lithium aluminium hydride (0.5 g, 13 mmol) was added in small portions. The mixture was refluxed for 120 minutes and then t... Reactants: ( 70 ), COC(=O)N1CCC(CC1)N1CCC(CC1)NC1=NC=CC=C1[N+](=O)[O-] (2-[1-(1-methoxycarbonylpiperidin-4-yl)-piperidin-4-yl]amino-3-nitropyridine), [H][H] (hydrogen). Reagents/catalysts: [Pd] (palladium/carbon). The solvent is CO (methanol). Yields the product NC=1C(=NC=CC1)NC1CCN(CC1)C1CCN(CC1)C(=O)OC (3-amino-2-[1-(1-methoxycarbonylpiperidin-4-yl)-piperidin-4-yl]aminopyridin). RXN SMILES: [CH3:1][O:2][C:3]([N:5]1[CH2:10][CH2:9][CH:8]([N:11]2[CH2:16][CH2:15][CH:14]([NH:17][C:18]3[C:23]([N+:24]([O-])=O)=[CH:22][CH:21]=[CH:20][N:19]=3)[CH2:13][CH2:12]2)[CH2:7][CH2:6]1)=[O:4].[H][H]>CO.[Pd]>[NH2:24][C:23]1[C:18]([NH:17][CH:14]2[CH2:15][CH2:16][N:11]([CH:8]3[CH2:9][CH2:10][N:5]([C:3]([O:2][CH3:1])=[O:4])[CH2:6][CH2:7]3)[CH2:12][CH2:13]2)=[N:19][CH:20]=[CH:21][CH:22]=1. Procedure details: Seventy (70) mg of 2-[1-(1-methoxycarbonylpiperidin-4-yl)-piperidin-4-yl]amino-3-nitropyridine was dissolved in 5 ml of methanol, and to which 20 mg of 10% palladium/carbon catalyst was added to effect catalytic reduction at room temperature under atmospheric pressure of hydrogen. After filtering the catalyst off and drying the filtrate to solid, the resulting residue was purified by silica gel column chromatography (chloroform/methanol=95/5) to give 20 mg of 3-amino-2-[1-(1-methoxycarbonylpiper...